Dataset: the Open Reaction Database (ORD), a public repository of structured organic reaction records. Task: describe an organic reaction: reactants, conditions, products, and yield Reactants: C(C)(=O)O[BH-](OC(C)=O)OC(C)=O.[Na+] (Sodium triacetoxyborohydride), OC1CCNCC1 (4-Hydroxypiperidine), C1(CCC1)=O (cyclobutanone), C(C)(=O)O (acetic acid). Solvent: O1CCCC1 (tetrahydrofuran). Run at temperature 0 celsius, time 1 hour. Yields the product C1(CCC1)N1CCC(CC1)O (1-cyclobutylpiperidin-4-ol). The yield is 66.9%. Reaction SMILES: [OH:1][CH:2]1[CH2:7][CH2:6][NH:5][CH2:4][CH2:3]1.[C:8]1(=O)[CH2:11][CH2:10][CH2:9]1.C(O)(=O)C.C(O[BH-](OC(=O)C)OC(=O)C)(=O)C.[Na+]>O1CCCC1>[CH:8]1([N:5]2[CH2:6][CH2:7][CH:2]([OH:1])[CH2:3][CH2:4]2)[CH2:11][CH2:10][CH2:9]1 |f:3.4|. Reported procedure: 4-Hydroxypiperidine (2.41 g, 23.8 mmol), cyclobutanone (5 g, 71.4 mmol) and acetic acid (1.36 ml, 23.8 mmol) were stirred in tetrahydrofuran (35 ml) at 0° C. for 1.5 hours. Sodium triacetoxyborohydride (10.1 g, 47.7 mmol) was then added at 0° C. and the reaction mixture stirred at 0° C. for 1 hour. The mixture was warmed to room temperature and stirred for 1 hour, then heated to 40° C. for 18 hours. The reaction was concentrated in vacuo. The residue was taken up in water (30 ml). The aqueous la... Starting materials: CO, COC(=O)C(CC1CCCCC1)OS(=O)(=O)C(F)(F)F, O=S(Cl)Cl. Product: COC(=O)C(O)CC1CCCCC1. RXN SMILES: [CH3:25][OH:26].[CH:1]1([CH2:7][CH:8]([C:9](=[O:10])[O:11][CH3:12])[O:13][S:14]([C:15]([F:16])([F:17])[F:18])(=[O:19])=[O:20])[CH2:2][CH2:3][CH2:4][CH2:5][CH2:6]1.[S:21]([Cl:22])([Cl:23])=[O:24]>>[CH:1]1([CH2:7][CH:8]([C:9](=[O:10])[O:11][CH3:12])[OH:13])[CH2:2][CH2:3][CH2:4][CH2:5][CH2:6]1. Starting materials: ClC1=CC=C(C=C1)N1N=CC(=C(C1=O)Cl)Cl (2-(4-chlorophenyl)-4,5-dichloro-3(2H)-pyridazinone), ClC1=CC=C(C=N1)CO (6-chloro-3-pyridine methanol), [OH-].[K+] (potassium hydroxide). The solvent is CN(C=O)C (N,N-dimethylformamide). The product is ClC=1C(N(N=CC1OCC=1C=NC(=CC1)Cl)C1=CC=C(C=C1)Cl)=O (4-chloro-2-(4-chlorophenyl)-5-{(6-chloro-3-pyridyl)-methyloxy}-3(2H)-pyridazinone). The yield is 61.2%. As a reaction SMILES: [Cl:1][C:2]1[CH:7]=[CH:6][C:5]([N:8]2[C:13](=[O:14])[C:12]([Cl:15])=[C:11](Cl)[CH:10]=[N:9]2)=[CH:4][CH:3]=1.[Cl:17][C:18]1[N:23]=[CH:22][C:21]([CH2:24][OH:25])=[CH:20][CH:19]=1.[OH-].[K+]>CN(C)C=O>[Cl:15][C:12]1[C:13](=[O:14])[N:8]([C:5]2[CH:6]=[CH:7][C:2]([Cl:1])=[CH:3][CH:4]=2)[N:9]=[CH:10][C:11]=1[O:25][CH2:24][C:21]1[CH:22]=[N:23][C:18]([Cl:17])=[CH:19][CH:20]=1 |f:2.3|. Reported procedure: The procedures in Synthesis Example 2 were repeated by using 2.0 g (7.2 m mol) of 2-(4-chlorophenyl)-4,5-dichloro-3(2H)-pyridazinone, 1.1 g (7.7 m mol) of 6-chloro-3-pyridine methanol, 0.4 g of potassium hydroxide and 80 ml of N,N-dimethylformamide to give 1.7 g of the intended product (recrystallized from benzene/n-hexane). Reactants: Cc1ccsc1CN1CCC2(CC1)CCN(Cc1ccc(CNC(=O)OC(C)(C)C)cc1)C2, CO, Cl, C1COCCO1. Product: Cc1ccsc1CN1CCC2(CC1)CCN(Cc1ccc(CN)cc1)C2. Reaction SMILES: [CH3:1][c:2]1[c:3]([CH2:7][N:8]2[CH2:9][CH2:10][C:11]3([CH2:12][CH2:13][N:14]([CH2:16][c:17]4[cH:18][cH:19][c:20]([CH2:21][NH:22][C:23](=[O:24])[O:25][C:26]([CH3:27])([CH3:28])[CH3:29])[cH:30][cH:31]4)[CH2:15]3)[CH2:32][CH2:33]2)[s:4][cH:5][cH:6]1.[CH3:41][OH:42].[ClH:40].[O:34]1[CH2:35][CH2:36][O:37][CH2:38][CH2:39]1>>[CH3:1][c:2]1[c:3]([CH2:7][N:8]2[CH2:9][CH2:10][C:11]3([CH2:12][CH2:13][N:14]([CH2:16][c:17]4[cH:18][cH:19][c:20]([CH2:21][NH2:22])[cH:30][cH:31]4)[CH2:15]3)[CH2:32][CH2:33]2)[s:4][cH:5][cH:6]1. Reaction SMILES: C(=O)([O-])[O-].[Na+].[Na+].Br[C:8]1[N:13]=[C:12]([C:14]2([OH:18])[CH2:17][CH2:16][CH2:15]2)[CH:11]=[CH:10][CH:9]=1.[N+:19]([C:22]1[CH:23]=[C:24]([N:37]2[CH2:42][CH2:41][O:40][CH2:39][CH2:38]2)[CH:25]=[C:26](B2OC(C)(C)C(C)(C)O2)[CH:27]=1)([O-:21])=[O:20]>C1C=CC(P(C2C=CC=CC=2)[C-]2C=CC=C2)=CC=1.C1C=CC(P(C2C=CC=CC=2)[C-]2C=CC=C2)=CC=1.Cl[Pd]Cl.[Fe+2].ClCCl>[N:37]1([C:24]2[CH:25]=[C:26]([C:8]3[N:13]=[C:12]([C:14]4([OH:18])[CH2:17][CH2:16][CH2:15]4)[CH:11]=[CH:10][CH:9]=3)[CH:27]=[C:22]([N+:19]([O-:21])=[O:20])[CH:23]=2)[CH2:42][CH2:41][O:40][CH2:39][CH2:38]1 |f:0.1.2,5.6.7.8.9|. Reported procedure: Pd(dppf)Cl2-dichloromethane adduct (40.8 mg, 0.05 mmol) and sodium carbonate (2 N, 1.5 mL, 3.0 mmol) were added to 1-(6-bromopyridin-2-yl)cyclobutanol (228 mg, 1.0 mmol) and 4-[3-nitro-5-(4,4,5,5-tetramethyl-1,3,2-dioxaborolan-2-yl)phenyl]morpholine (0.2 N in DMF, 5.0 mL, 1.0 mmol) and the reaction mixture was purged and flushed with N2(g) (3×). The reaction mixture was heated to 100° C. for 4 hours, then cooled to room temperature, diluted with water, extracted with diethyl ether, washed with b... The reagents and catalysts are C1=CC=C(C=C1)P([C-]2C=CC=C2)C3=CC=CC=C3.C1=CC=C(C=C1)P([C-]2C=CC=C2)C3=CC=CC=C3.Cl[Pd]Cl.[Fe+2].ClCCl (Pd(dppf)Cl2 dichloromethane). Reaction conditions: temperature 100 celsius. Product: N1(CCOCC1)C=1C=C(C=C(C1)[N+](=O)[O-])C1=CC=CC(=N1)C1(CCC1)O (1-{6-[3-(morpholin-4-yl)-5-nitrophenyl]pyridin-2-yl}cyclobutanol). Reactants: C([O-])([O-])=O.[Na+].[Na+] (sodium carbonate), BrC1=CC=CC(=N1)C1(CCC1)O (1-(6-bromopyridin-2-yl)cyclobutanol), [N+](=O)([O-])C=1C=C(C=C(C1)B1OC(C(O1)(C)C)(C)C)N1CCOCC1 (4-[3-nitro-5-(4,4,5,5-tetramethyl-1,3,2-dioxaborolan-2-yl)phenyl]morpholine). Reactants: ClC1=NC=CC(=C1C)C(=O)O (2-chloro-3-methylpyridine-4-carboxylic acid), C([O-])([O-])=O.[K+].[K+] (potassium carbonate), CI (methyl iodide). Solvent: CN(C)C=O (DMF), CN(C)C=O (DMF). Run at time 18.5 hour. Product: ClC1=NC=CC(=C1C)C(=O)OC (methyl 2-chloro-3-methylpyridine-4-carboxylate). Yield: 70.8%. Reaction SMILES: [Cl:1][C:2]1[C:7]([CH3:8])=[C:6]([C:9]([OH:11])=[O:10])[CH:5]=[CH:4][N:3]=1.[C:12](=O)([O-])[O-].[K+].[K+].CI>CN(C=O)C>[Cl:1][C:2]1[C:7]([CH3:8])=[C:6]([C:9]([O:11][CH3:12])=[O:10])[CH:5]=[CH:4][N:3]=1 |f:1.2.3|. Procedure details: To a stirred solution of 2-chloro-3-methylpyridine-4-carboxylic acid (780 mg, 4.5 mmol) in anhydrous DMF (5.0 ml), was added potassium carbonate (1.25 g, 9.1 mmol), followed by methyl iodide (0.42 ml, 6.8 mmol) dropwise. A further 4 ml of DMF was added and the reaction mixture was stirred at room temperature under nitrogen for 18.5 hours. The solvent was removed in-vacuo and the residue was then partitioned between CH2Cl2 (20 ml) and water (20 ml). The layers were separated and the aqueous layer...